This data is from the Open Reaction Database (ORD), a public repository of structured organic reaction records. The task is: describe an organic reaction: reactants, conditions, products, and yield Starting materials: C1(=CC=C(OC)C=C1)C(=O)CC1=CC=C(OC)C=C1 (desoxyanisoin), [(CH3)2Si]2NLi, C(CC(O)(C(=O)O)CC(=O)O)(=O)O (citric acid), C(C1=CC=C(C=C1)OC)(=O)Cl (p-anisoyl chloride). Run in C1CCOC1 (THF). Run at temperature -78 celsius, time 1 hour. Product: COC1=CC=C(C=C1)C(C(C(=O)C1=CC=C(C=C1)OC)C1=CC=C(C=C1)OC)=O (1,2,3-tris(4-methoxyphenyl)propane-1,3-dione). RXN SMILES: [C:1]1([C:9]([CH2:11][C:12]2[CH:19]=[CH:18][C:15]([O:16][CH3:17])=[CH:14][CH:13]=2)=[O:10])[CH:8]=[CH:7][C:4]([O:5][CH3:6])=[CH:3][CH:2]=1.[C:20](Cl)(=[O:29])[C:21]1[CH:26]=[CH:25][C:24]([O:27][CH3:28])=[CH:23][CH:22]=1.C(O)(=O)CC(CC(O)=O)(C(O)=O)O>C1COCC1>[CH3:6][O:5][C:4]1[CH:3]=[CH:2][C:1]([C:9](=[O:10])[CH:11]([C:12]2[CH:13]=[CH:14][C:15]([O:16][CH3:17])=[CH:18][CH:19]=2)[C:20]([C:21]2[CH:26]=[CH:25][C:24]([O:27][CH3:28])=[CH:23][CH:22]=2)=[O:29])=[CH:8][CH:7]=1. Reported procedure: To a solution of desoxyanisoin (1.0 equiv.) in THF at −78° C. was added dropwise 1.5 equiv. of [(CH3)2Si]2NLi. The solution was stirred for 1 h at −78° C., followed by addition of 1.2 equiv. of p-anisoyl chloride. The reaction mixture was stirred for 10 min at −78° C. and then for 22 h at rt, acidified with 10% citric acid, and extracted with EtOAc. The combined organic layers were washed with water and dried over Na2SO4. Removal of solvent in vacuo provided a crude solid which was purified by f... Reactants: [Br-].[Br-].[Br-].C1(=CC=CC=C1)[N+](C)(C)C.C1(=CC=CC=C1)[N+](C)(C)C.C1(=CC=CC=C1)[N+](C)(C)C (phenyltrimethylammonium tribromide), crude product, C(C(C)C)(=O)C=1C=C(C(=O)OC)C=CC1 (methyl m-isobutyrylbenzoate). Solvent: O1CCCC1 (tetrahydrofuran). Yields the product COC(=O)C=1C=C(C=CC1)C(C(C)(C)Br)=O (3′-methoxycarbonyl-2-bromo-2-methylpropiophenone). Reaction SMILES: [Br-:1].[Br-].[Br-].C1([N+](C)(C)C)C=CC=CC=1.C1([N+](C)(C)C)C=CC=CC=1.C1([N+](C)(C)C)C=CC=CC=1.[C:34]([C:39]1[CH:40]=[C:41]([CH:46]=[CH:47][CH:48]=1)[C:42]([O:44][CH3:45])=[O:43])(=[O:38])[CH:35]([CH3:37])[CH3:36]>O1CCCC1>[CH3:45][O:44][C:42]([C:41]1[CH:40]=[C:39]([C:34](=[O:38])[C:35]([Br:1])([CH3:37])[CH3:36])[CH:48]=[CH:47][CH:46]=1)=[O:43] |f:0.1.2.3.4.5|. Procedure details: 0.8 g of phenyltrimethylammonium tribromide was added to a mixture comprising 1.5 g of the crude product of methyl m-isobutyrylbenzoate obtained in the above step (3) and 20 ml of tetrahydrofuran, and followed by a reaction at room temperature overnight. After completion of the reaction, the precipitated crystal was separated by filtration, then tetrahydrofuran was distilled off. The residue was dissolved in ethyl acetate, then washed with a saturated sodium chloride aqueous solution, followed b...